Dataset: the Open Reaction Database (ORD), a public repository of structured organic reaction records. Task: describe an organic reaction: reactants, conditions, products, and yield Reactants: CCOCC, ClCCl, O=[Cr](=O)([O-])Cl, CC(C)(C)[Si](OCCCC(O)CCCO[Si](c1ccccc1)(c1ccccc1)C(C)(C)C)(c1ccccc1)c1ccccc1, c1cc[nH+]cc1. Product: CC(C)(C)[Si](OCCCC(=O)CCCO[Si](c1ccccc1)(c1ccccc1)C(C)(C)C)(c1ccccc1)c1ccccc1. RXN SMILES: [CH3:59][CH2:60][O:61][CH2:62][CH3:63].[Cl:56][CH2:57][Cl:58].[O:45]=[Cr:46]([Cl:47])([O-:48])=[O:49].[OH:1][CH:2]([CH2:3][CH2:4][CH2:5][O:6][Si:7]([c:8]1[cH:9][cH:10][cH:11][cH:12][cH:13]1)([c:14]1[cH:15][cH:16][cH:17][cH:18][cH:19]1)[C:20]([CH3:21])([CH3:22])[CH3:23])[CH2:24][CH2:25][CH2:26][O:27][Si:28]([c:29]1[cH:30][cH:31][cH:32][cH:33][cH:34]1)([c:35]1[cH:36][cH:37][cH:38][cH:39][cH:40]1)[C:41]([CH3:42])([CH3:43])[CH3:44].[nH+:50]1[cH:51][cH:52][cH:53][cH:54][cH:55]1>>[O:1]=[C:2]([CH2:3][CH2:4][CH2:5][O:6][Si:7]([c:8]1[cH:9][cH:10][cH:11][cH:12][cH:13]1)([c:14]1[cH:15][cH:16][cH:17][cH:18][cH:19]1)[C:20]([CH3:21])([CH3:22])[CH3:23])[CH2:24][CH2:25][CH2:26][O:27][Si:28]([c:29]1[cH:30][cH:31][cH:32][cH:33][cH:34]1)([c:35]1[cH:36][cH:37][cH:38][cH:39][cH:40]1)[C:41]([CH3:42])([CH3:43])[CH3:44]. Starting materials: [Mg] (magnesium), FC(OC=1C=C(C=CC1)Br)(F)F (3-(trifluoromethoxy)brombenzene), S(O)(O)(=O)=O (sulfuric acid), OC(C)(C)C(C)(C)O (pinacol), B(OC)(OC)OC (trimethyl borate). Solvent: C(C)OCC (diethyl ether), C(C)OCC (diethyl ether), C(C)OCC (diethyl ether). Reaction conditions: time 30 minute. The product is CC1(OB(OC1(C)C)C1=CC(=CC=C1)OC(F)(F)F)C (4,4,5,5-Tetramethyl-2-(3-trifluoromethoxyphenyl)-[1,3,2]dioxaborolane). Reaction SMILES: [F:1][C:2]([F:12])([F:11])[O:3][C:4]1[CH:5]=[C:6](Br)[CH:7]=[CH:8][CH:9]=1.[Mg].[B:14](OC)(OC)OC.S(=O)(=O)(O)O.[OH:26][C:27]([C:30]([OH:33])([CH3:32])[CH3:31])([CH3:29])[CH3:28]>C(OCC)C>[CH3:28][C:27]1([CH3:29])[C:30]([CH3:32])([CH3:31])[O:33][B:14]([C:6]2[CH:7]=[CH:8][CH:9]=[C:4]([O:3][C:2]([F:12])([F:11])[F:1])[CH:5]=2)[O:26]1. Procedure: 2.41 g of 3-(trifluoromethoxy)brombenzene are dissolved in 25 ml of diethyl ether and added dropwise to a suspension of 0.28 g of magnesium in 25 ml of diethyl ether such that the solution remains at the boil. After addition is complete, the mixture is stirred under reflux for 2 h. The cooled solution is added dropwise to a solution of 1.16 ml of trimethyl borate in 25 ml of diethyl ether at a temperature of <−50° C. and then stirred at room temperature for 2 h. 5 ml of 40% strength sulfuric aci... Reactants: [H+].[H+].Cl[Pt-2](Cl)(Cl)(Cl)(Cl)Cl (chloroplatinic acid), C=CC1=CC=CC=C1 (styrene), C([O-])(O)=O.[Na+] (sodium bicarbonate), resultant mixture. The solvent is C(C)O (ethanol). Reaction conditions: temperature 55 celsius. Product: [Pt].C=CC1=CC=CC=C1 (Platinum styrene). Reaction SMILES: C(=O)(O)[O-].[Na+].[H+].[H+].Cl[Pt-2:9](Cl)(Cl)(Cl)(Cl)Cl.[CH2:15]=[CH:16][C:17]1[CH:22]=[CH:21][CH:20]=[CH:19][CH:18]=1>C(O)C>[Pt:9].[CH2:15]=[CH:16][C:17]1[CH:22]=[CH:21][CH:20]=[CH:19][CH:18]=1 |f:0.1,2.3.4,7.8|. Reported procedure: The platinum-styrene complex used in the examples is prepared by adding about 6 parts of sodium bicarbonate to a mixture containing 3 parts of chloroplatinic acid (H2PtCl6.6H2O), 6 parts of styrene and 50 parts of ethanol. The mixture is heated to reflux temperature, (about 55° C.) and refluxed for about 35 minutes with agitation, and then cooled to room temperature. The resultant mixture which contains orange crystals is filtered and the crystals washed with about 30 parts of acetone. After add... Reactants: FC=1C(=NC=CC1C(C)C)C(C)=O (1-(3-Fluoro-4-isopropyl-pyridin-2-yl)-ethanone), CNN (methyl hydrazine). Solvent: glycol. Conditions: temperature 140 celsius, time 2 hour. The product is C(C)(C)C1=C2C(=NC=C1)C(=NN2C)C (7-Isopropyl-1,3-dimethyl-1H-pyrazolo[4,3-b]pyridine). Reaction SMILES: F[C:2]1[C:3]([C:11](=O)[CH3:12])=[N:4][CH:5]=[CH:6][C:7]=1[CH:8]([CH3:10])[CH3:9].[CH3:14][NH:15][NH2:16]>>[CH:8]([C:7]1[CH:6]=[CH:5][N:4]=[C:3]2[C:11]([CH3:12])=[N:16][N:15]([CH3:14])[C:2]=12)([CH3:10])[CH3:9]. Procedure details: 1-(3-Fluoro-4-isopropyl-pyridin-2-yl)-ethanone (prepared in the previous step, 2.50 g, 15.15 mmol) and methyl hydrazine (1.04 g, 23.00 mmol) were combined in 8 mL of glycol. The reaction solution was stirred at 140° C. for 2 hours. After cooling, it was quenched with water, extracted with DCM, then washed with water, brine and concentrated. Column chromatography using 15 to 35% ethyl acetate in hexane as eluant afforded the title compound as a pale yellow solid. Spectroscopic data: 1H-NMR (300 M... The reactants are CC(=O)OC(C)=O, CC#N, Cc1ccccc1, CSc1nccc2cc(-c3ccc(F)cc3)nn12. Product: CSc1nccc2c(C(C)=O)c(-c3ccc(F)cc3)nn12. Reaction SMILES: [CH3:19][C:20](=[O:21])[O:22][C:23](=[O:24])[CH3:25].[CH3:26][C:27]#[N:28].[CH3:29][c:30]1[cH:31][cH:32][cH:33][cH:34][cH:35]1.[F:1][c:2]1[cH:3][cH:4][c:5](-[c:8]2[n:9][n:10]3[c:11]([S:17][CH3:18])[n:12][cH:13][cH:14][c:15]3[cH:16]2)[cH:6][cH:7]1>>[F:1][c:2]1[cH:3][cH:4][c:5](-[c:8]2[n:9][n:10]3[c:11]([S:17][CH3:18])[n:12][cH:13][cH:14][c:15]3[c:16]2[C:20]([CH3:19])=[O:21])[cH:6][cH:7]1. Starting materials: ClC1=C(C=CC=C1)S(=O)(=O)NCC=1SC(=CC1)C1=CC(=CC=C1)S(=O)(=O)C (2-chloro-N-[5-(3-methanesulfonyl-phenyl)-thiophen-2-ylmethyl]-benzenesulfonamide), [H-].[Na+] (sodium hydride), C(C1=CC=CC=C1)Br (benzyl bromide). The solvent is CN(C(C)=O)C (N,N-dimethylacetamide). The product is C(C1=CC=CC=C1)N(S(=O)(=O)C1=C(C=CC=C1)Cl)CC=1SC(=CC1)C1=CC(=CC=C1)S(=O)(=O)C (N-benzyl-2-chloro-N-[5-(3-methanesulfonyl-phenyl)-thiophen-2-ylmethyl]-benzenesulfonamide). As a reaction SMILES: [Cl:1][C:2]1[CH:7]=[CH:6][CH:5]=[CH:4][C:3]=1[S:8]([NH:11][CH2:12][C:13]1[S:14][C:15]([C:18]2[CH:23]=[CH:22][CH:21]=[C:20]([S:24]([CH3:27])(=[O:26])=[O:25])[CH:19]=2)=[CH:16][CH:17]=1)(=[O:10])=[O:9].[H-].[Na+].[CH2:30](Br)[C:31]1[CH:36]=[CH:35][CH:34]=[CH:33][CH:32]=1>CN(C)C(=O)C>[CH2:30]([N:11]([CH2:12][C:13]1[S:14][C:15]([C:18]2[CH:23]=[CH:22][CH:21]=[C:20]([S:24]([CH3:27])(=[O:26])=[O:25])[CH:19]=2)=[CH:16][CH:17]=1)[S:8]([C:3]1[CH:4]=[CH:5][CH:6]=[CH:7][C:2]=1[Cl:1])(=[O:9])=[O:10])[C:31]1[CH:36]=[CH:35][CH:34]=[CH:33][CH:32]=1 |f:1.2|. Procedure details: In analogy to example 1, step 2, 2-chloro-N-[5-(3-methanesulfonyl-phenyl)-thiophen-2-ylmethyl]-benzenesulfonamide was reacted with sodium hydride in N,N-dimethylacetamide at 0° C. followed by reaction with benzyl bromide at r.t. overnight to give N-benzyl-2-chloro-N-[5-(3-methanesulfonyl-phenyl)-thiophen-2-ylmethyl]-benzenesulfonamide as a colorless solid. MS: 549.3 ([M+NH4]+) Starting materials: OO (hydrogen peroxide), ClC1=C(C(=O)C2=CC=C(C=C2)F)C=C(C(=C1)Cl)F (2,4-dichloro-4',5-difluorobenzophenone), ice. Solvent: OS(=O)(=O)O.O=S(=O)=O (oleum). Reaction conditions: temperature 50 celsius, time 8 hour. Yields the product ClC1=C(C(=O)O)C=C(C(=C1)Cl)F (2,4-dichloro-5-fluorobenzoic acid). Reaction SMILES: [Cl:1][C:2]1[CH:16]=[C:15]([Cl:17])[C:14]([F:18])=[CH:13][C:3]=1[C:4](C1C=CC(F)=CC=1)=[O:5].[OH:19]O>OS(O)(=O)=O.O=S(=O)=O>[Cl:1][C:2]1[CH:16]=[C:15]([Cl:17])[C:14]([F:18])=[CH:13][C:3]=1[C:4]([OH:5])=[O:19] |f:2.3|. Procedure: 28.7 g (0.1 mol) of 2,4-dichloro-4',5-difluorobenzophenone are dissolved in 250 g of 10% oleum, and 25 g of 50% hydrogen peroxide solution are added at temperatures up to 30° C. When the metered addition has ended (30 min), the mixture is heated for 8 h at 50° C. and, after cooling, is poured on to 250 g of ice. This mixture is kept for 8 h at 140° C. and 4-fluorophenol is then recovered by steam distillation (7.5 g, 0.0673 mol, 67%, m.p. (DSC) 42.6° C.). 2,4-dichloro-5-fluorobenzoic acid is iso... Starting materials: E1, C(#N)C1=C(OC=2C=CC(=NC2)C#N)C=CC(=C1)CO (5-(2-cyano-4-(hydroxymethyl)phenoxy)picolinonitrile), ClC=1C=C2N(C(N1)=O)CCN2C (7-chloro-1-methyl-2,3-dihydroimidazo[1,2-c]pyrimidin-5(1H)-one), [H-].[Na+] (sodium hydride). Run in CN(C)C=O (DMF). Yields the product C(#N)C1=C(OC=2C=CC(=NC2)C#N)C=CC(=C1)COC=1C=C2N(C(N1)=O)CCN2C (5-(2-cyano-4-(((1-methyl-5-oxo-1,2,3,5-tetrahydroimidazo[1,2-c]pyrimidin-7-yl)oxy)methyl)phenoxy)picolinonitrile). Reaction SMILES: Cl[C:2]1[CH:3]=[C:4]2[N:11]([CH3:12])[CH2:10][CH2:9][N:5]2[C:6](=[O:8])[N:7]=1.[H-].[Na+].[C:15]([C:17]1[CH:31]=[C:30]([CH2:32][OH:33])[CH:29]=[CH:28][C:18]=1[O:19][C:20]1[CH:21]=[CH:22][C:23]([C:26]#[N:27])=[N:24][CH:25]=1)#[N:16]>CN(C=O)C>[C:15]([C:17]1[CH:31]=[C:30]([CH2:32][O:33][C:2]2[CH:3]=[C:4]3[N:11]([CH3:12])[CH2:10][CH2:9][N:5]3[C:6](=[O:8])[N:7]=2)[CH:29]=[CH:28][C:18]=1[O:19][C:20]1[CH:21]=[CH:22][C:23]([C:26]#[N:27])=[N:24][CH:25]=1)#[N:16] |f:1.2|. Procedure: Prepared in a manner similar to that described for E1 using 7-chloro-1-methyl-2,3-dihydroimidazo[1,2-c]pyrimidin-5(1H)-one (50 mg, 0.269 mmol), sodium hydride (21.55 mg, 0.539 mmol) and 5-(2-cyano-4-(hydroxymethyl)phenoxy)picolinonitrile (67.7 mg, 0.269 mmol) in DMF (2 mL).